Dataset: the Open Reaction Database (ORD), a public repository of structured organic reaction records. Task: describe an organic reaction: reactants, conditions, products, and yield The reactants are Cn1cc(C(=O)O)cn1, Cl, FC1CNC1. Product: Cn1cc(C(=O)N2CC(F)C2)cn1. As a reaction SMILES: [CH3:1][n:2]1[n:3][cH:4][c:5]([C:7](=[O:8])[OH:9])[cH:6]1.[ClH:10].[F:11][CH:12]1[CH2:13][NH:14][CH2:15]1>>[CH3:1][n:2]1[n:3][cH:4][c:5]([C:7](=[O:9])[N:14]2[CH2:13][CH:12]([F:11])[CH2:15]2)[cH:6]1. The reactants are Cl (hydrogen chloride), Cl (hydrogen chloride), O1CCOCC1 (p-dioxane), C(C)(C)(C)OC(N[C@@H](C(N[C@@H](CC1=CC=CC=C1)C1=NC2=C(N1)C=CC(=C2)I)=O)C2=CC=C(C=C2)OCCOC(C)(C)C)=O ({(R)-[4-(2-tert-butoxy-ethoxy)-phenyl]-[(S)-1-(5-iodo-1H-benzoimidazol-2-yl)-2-phenyl-ethylcarbamoyl]-methyl}-carbamic acid tert-butyl ester). The solvent is C(C)#N.O1CCOCC1 (acetonitrile p-dioxane). Run at time 1 hour. Product: N[C@@H](C(=O)N[C@@H](CC1=CC=CC=C1)C1=NC2=C(N1)C=CC(=C2)I)C2=CC=C(C=C2)OCCOC(C)(C)C ((R)-2-amino-2-[4-(2-tert-butoxy-ethoxy)-phenyl]-N-[(S)-1-(5-iodo-1H-benzoimidazol-2-yl)-2-phenyl-ethyl]-acetamide). Reaction SMILES: C(OC(=O)[NH:7][C@H:8]([C:30]1[CH:35]=[CH:34][C:33]([O:36][CH2:37][CH2:38][O:39][C:40]([CH3:43])([CH3:42])[CH3:41])=[CH:32][CH:31]=1)[C:9](=[O:29])[NH:10][C@H:11]([C:19]1[NH:23][C:22]2[CH:24]=[CH:25][C:26]([I:28])=[CH:27][C:21]=2[N:20]=1)[CH2:12][C:13]1[CH:18]=[CH:17][CH:16]=[CH:15][CH:14]=1)(C)(C)C.Cl.O1CCOCC1>C(#N)C.O1CCOCC1>[NH2:7][C@H:8]([C:30]1[CH:31]=[CH:32][C:33]([O:36][CH2:37][CH2:38][O:39][C:40]([CH3:43])([CH3:42])[CH3:41])=[CH:34][CH:35]=1)[C:9]([NH:10][C@H:11]([C:19]1[NH:23][C:22]2[CH:24]=[CH:25][C:26]([I:28])=[CH:27][C:21]=2[N:20]=1)[CH2:12][C:13]1[CH:14]=[CH:15][CH:16]=[CH:17][CH:18]=1)=[O:29] |f:3.4|. Procedure details: To a suspension of {(R)-[4-(2-tert-butoxy-ethoxy)-phenyl]-[(S)-1-(5-iodo-1H-benzoimidazol-2-yl)-2-phenyl-ethylcarbamoyl]-methyl}-carbamic acid tert-butyl ester (260 mg, 0.36 mmol) in 6:1 v/v acetonitrile/p-dioxane (14 mL) at 0° C. under an atmosphere of nitrogen was added 4.0 M hydrogen chloride in p-dioxane (420 μL, 1.68 mmol) and the resulting solution stirred at room temperature for 1 hour. Additional 4.0 M hydrogen chloride (420 μL, 1.68 mmol) was added and stirring continued for 30 minutes.... Reactants: COC1=CC=C(C=C1)S(=O)(=O)C=1C=CC2=C(C1)C=1CN(CCC1O2)C(=O)OC(C)(C)C (tert-butyl 8-(4-methoxyphenylsulfonyl)-3,4-dihydrobenzofuro[3,2-c]pyridine-2(1H)-carboxylate), Cl (HCl). Run in ClCCl (dichloromethane), CO (methanol), C(C)OCC (diethyl ether). Conditions: time 18 hour. Product: Cl.COC1=CC=C(C=C1)S(=O)(=O)C=1C=CC2=C(C1)C=1CNCCC1O2 (8-(4-methoxyphenylsulfonyl)-1,2,3,4-tetrahydrobenzofuro[3,2-c]pyridine hydrochloride). Yield: 30.0%. RXN SMILES: [CH3:1][O:2][C:3]1[CH:8]=[CH:7][C:6]([S:9]([C:12]2[CH:13]=[CH:14][C:15]3[O:24][C:23]4[CH2:22][CH2:21][N:20](C(OC(C)(C)C)=O)[CH2:19][C:18]=4[C:16]=3[CH:17]=2)(=[O:11])=[O:10])=[CH:5][CH:4]=1.[ClH:32]>ClCCl.CO.C(OCC)C>[ClH:32].[CH3:1][O:2][C:3]1[CH:8]=[CH:7][C:6]([S:9]([C:12]2[CH:13]=[CH:14][C:15]3[O:24][C:23]4[CH2:22][CH2:21][NH:20][CH2:19][C:18]=4[C:16]=3[CH:17]=2)(=[O:11])=[O:10])=[CH:5][CH:4]=1 |f:5.6|. Procedure details: To the product of step A (221 mg, 0.50 mmol) in dichloromethane and methanol was added 2 M HCl in diethyl ether (5 mL). After stirring for 18 h, the product was filtered, washed with diethyl ether and lyophilized to give 8-(4-methoxyphenylsulfonyl)-1,2,3,4-tetrahydrobenzofuro[3,2-c]pyridine hydrochloride (50 mg, 30%) as a white solid: mp 270-272° C.; 1H NMR (DMSO-d6, 300 MHz) δ 9.64 (s, 2H), 8.35 (d, J=1.5 Hz, 1H), 7.92-7.78 (m, 4H), 7.14-7.09 (m, 2H), 4.38 (s, 2H), 3.82 (s, 3H), 3.52 (t, J=6.0 ... Procedure: Dry hydrogen chloride was passed through a stirred solution of 1-nitro-2-methylthio-2-(2,2-diethoxyethylamino)ethylene (9.7 g, 0.04 mol) in dry ether (250 ml) at 5°-10° for 3 hours. The resulting mixture was basified by pouring it into potassium carbonate solution (300 ml). The mixture was filtered to give a yellow solid, and the aqueous phase of the filtrate was separated and extracted with ether (2×150 ml). The combined ether solutions were evaporated to a residue. This residue and the solid f... Reactants: Cl (hydrogen chloride), [N+](=O)([O-])C=C(NCC(OCC)OCC)SC (1-nitro-2-methylthio-2-(2,2-diethoxyethylamino)ethylene), C([O-])([O-])=O.[K+].[K+] (potassium carbonate). The yield is 53.7%. Product: CSC=1NC=CC1[N+](=O)[O-] (2-methylthio-3-nitropyrrole). RXN SMILES: Cl.[N+:2]([CH:5]=[C:6]([S:16][CH3:17])[NH:7][CH2:8][CH:9](OCC)OCC)([O-:4])=[O:3].C(=O)([O-])[O-].[K+].[K+]>CCOCC>[CH3:17][S:16][C:6]1[NH:7][CH:8]=[CH:9][C:5]=1[N+:2]([O-:4])=[O:3] |f:2.3.4|. The solvent is CCOCC (ether).